Dataset: the Open Reaction Database (ORD), a public repository of structured organic reaction records. Task: describe an organic reaction: reactants, conditions, products, and yield Yields the product ClC=1N(C=C(N1)[N+](=O)[O-])CCC(COC1=CC=C(C=C1)OC(F)(F)F)O (4-(2-chloro-4-nitro-1H-imidazol-1-yl)-1-[4-(trifluoromethoxy)phenoxy]-2-butanol). Reported procedure: 4-Trifluoromethoxyphenol (0.375 mL, 2.89 mmol) was added to a mixture of epoxide 129 (250 mg, 1.15 mmol) and powdered K2CO3 (558 mg, 4.04 mmol) in anhydrous 2-butanone (3 mL) under N2, and the mixture was stirred at 81° C. for 12 h. The resulting cooled mixture was diluted with water (50 mL) and extracted with CH2Cl2 (4×50 mL). The extracts were evaporated to dryness and the residue was chromatographed on silica gel. Elution with 0-25% EtOAc/petroleum ether firstly gave foreruns, and then furthe... Isolated yield 67.2%. Run in CC(CC)=O (2-butanone), O (water). Reaction SMILES: [F:1][C:2]([F:12])([F:11])[O:3][C:4]1[CH:9]=[CH:8][C:7]([OH:10])=[CH:6][CH:5]=1.[Cl:13][C:14]1[N:15]([CH2:22][CH2:23][CH:24]2[CH2:26][O:25]2)[CH:16]=[C:17]([N+:19]([O-:21])=[O:20])[N:18]=1.C([O-])([O-])=O.[K+].[K+]>CC(=O)CC.O>[Cl:13][C:14]1[N:15]([CH2:22][CH2:23][CH:24]([OH:25])[CH2:26][O:10][C:7]2[CH:6]=[CH:5][C:4]([O:3][C:2]([F:11])([F:12])[F:1])=[CH:9][CH:8]=2)[CH:16]=[C:17]([N+:19]([O-:21])=[O:20])[N:18]=1 |f:2.3.4|. The reactants are FC(OC1=CC=C(C=C1)O)(F)F (4-Trifluoromethoxyphenol), ClC=1N(C=C(N1)[N+](=O)[O-])CCC1OC1 (2-chloro-4-nitro-1-[2-(2-oxiranyl)ethyl]-1H-imidazole), C(=O)([O-])[O-].[K+].[K+] (K2CO3). Run at temperature 81 celsius, time 12 hour.